This data is from the Open Reaction Database (ORD), a public repository of structured organic reaction records. The task is: describe an organic reaction: reactants, conditions, products, and yield Starting materials: NCCCN(C(=O)C=1SC=CC1)C=1SC=C(N1)C=1OC2=C(C1)C=CC=C2 (N-(3-aminopropyl)-N-(4-(benzofuran-2-yl)thiazol-2-yl)thiophene-2-carboxamide), C(C)(C)N(C(C)C)CC (N,N-diisopropylethylamine), solution, C(C)(=O)N1CCC(C(=O)Cl)CC1 (1-acetyl-isonipecotoyl chloride). Run in C(Cl)(Cl)Cl (chloroform), C(Cl)(Cl)Cl (chloroform). The product is C(C)(=O)N1CCC(CC1)C(=O)NCCCN(C(=O)C=1SC=CC1)C=1SC=C(N1)C=1OC2=C(C1)C=CC=C2 (1-Acetyl-N-(3-(N-(4-(benzofuran-2-yl)thiazol-2-yl)thiophene-2-carboxamido)propyl)piperidine-4-carboxamide). RXN SMILES: [NH2:1][CH2:2][CH2:3][CH2:4][N:5]([C:13]1[S:14][CH:15]=[C:16]([C:18]2[O:19][C:20]3[CH:26]=[CH:25][CH:24]=[CH:23][C:21]=3[CH:22]=2)[N:17]=1)[C:6]([C:8]1[S:9][CH:10]=[CH:11][CH:12]=1)=[O:7].C(N(CC)C(C)C)(C)C.[C:36]([N:39]1[CH2:47][CH2:46][CH:42]([C:43](Cl)=[O:44])[CH2:41][CH2:40]1)(=[O:38])[CH3:37]>C(Cl)(Cl)Cl>[C:36]([N:39]1[CH2:40][CH2:41][CH:42]([C:43]([NH:1][CH2:2][CH2:3][CH2:4][N:5]([C:13]2[S:14][CH:15]=[C:16]([C:18]3[O:19][C:20]4[CH:26]=[CH:25][CH:24]=[CH:23][C:21]=4[CH:22]=3)[N:17]=2)[C:6]([C:8]2[S:9][CH:10]=[CH:11][CH:12]=2)=[O:7])=[O:44])[CH2:46][CH2:47]1)(=[O:38])[CH3:37]. Procedure details: A mixture of the amine prepared above (77 mg, 0.2 mmol) and N,N-diisopropylethylamine (139 μL, 0.8 mmol) was dissolved in chloroform (2 mL), and a portion of the solution (200 μL, 0.02 mmol) was added to a solution of 1-acetyl-isonipecotoyl chloride (7.6 mg, 0.04 mmol) in chloroform (200 μL). The reaction mixture was maintained at room temperature overnight.). The reaction mixture was maintained at room temperature overnight, then concentrated in vacuo. The resulting residue was dissolved in DMS... Reactants: [Br-], COC(=O)c1cc2c([nH]1)CCC2=O, [Mg+]c1ccc(-c2ccccc2)cc1. The product is COC(=O)c1cc2c([nH]1)CCC2c1ccc(-c2ccccc2)cc1. As a reaction SMILES: [Br-:14].[O:1]=[C:2]1[CH2:3][CH2:4][c:5]2[nH:6][c:7]([C:10](=[O:11])[O:12][CH3:13])[cH:8][c:9]21.[c:15]1(-[c:22]2[cH:23][cH:24][cH:25][cH:26][cH:27]2)[cH:16][cH:17][c:18]([Mg+:21])[cH:19][cH:20]1>>[CH:2]1([c:18]2[cH:17][cH:16][c:15](-[c:22]3[cH:23][cH:24][cH:25][cH:26][cH:27]3)[cH:20][cH:19]2)[CH2:3][CH2:4][c:5]2[nH:6][c:7]([C:10](=[O:11])[O:12][CH3:13])[cH:8][c:9]21. Starting materials: C(C)(=O)O[C@H]1[C@H]([C@@H](CC2=CC[C@H]3[C@@H]4CC[C@H]([C@@H](CCCC(C)C)C)[C@]4(CC[C@@H]3[C@@]12C)C)OC(C)=O)OC(C)=O (1α,2α,3β-Triacetoxy-cholesta-5-ene), BrN1C(=O)N(C(=O)C1(C)C)Br (1,3-dibromo-5,5-dimethyl hydantoin). Solvent: petroleum benzine, C1=CC=CC=C1 (benzene). Reaction conditions: temperature 70 celsius, time 1 hour. Yields the product C(C)(=O)O[C@H]1[C@H]([C@@H](CC2=CC=C3[C@@H]4CC[C@H]([C@@H](CCCC(C)C)C)[C@]4(CC[C@@H]3[C@@]12C)C)OC(C)=O)OC(C)=O (1α,2α,3β-triacetoxy-cholesta-5,7-diene). As a reaction SMILES: [C:1]([O:4][C@@H:5]1[C@@:29]2([CH3:30])[C:9](=[CH:10][CH2:11][C@@H:12]3[C@@H:28]2[CH2:27][CH2:26][C@@:25]2([CH3:31])[C@H:13]3[CH2:14][CH2:15][C@@H:16]2[C@H:17]([CH3:24])[CH2:18][CH2:19][CH2:20][CH:21]([CH3:23])[CH3:22])[CH2:8][C@@H:7]([O:32][C:33](=[O:35])[CH3:34])[C@@H:6]1[O:36][C:37](=[O:39])[CH3:38])(=[O:3])[CH3:2].BrN1C(C)(C)C(=O)N(Br)C1=O>C1C=CC=CC=1>[C:1]([O:4][C@@H:5]1[C@@:29]2([CH3:30])[C:9](=[CH:10][CH:11]=[C:12]3[C@@H:28]2[CH2:27][CH2:26][C@@:25]2([CH3:31])[C@H:13]3[CH2:14][CH2:15][C@@H:16]2[C@H:17]([CH3:24])[CH2:18][CH2:19][CH2:20][CH:21]([CH3:23])[CH3:22])[CH2:8][C@@H:7]([O:32][C:33](=[O:35])[CH3:34])[C@@H:6]1[O:36][C:37](=[O:39])[CH3:38])(=[O:3])[CH3:2]. Reported procedure: 1α,2α,3β-Triacetoxy-cholesta-5-ene (300 mg) was dissolved in a mixture of petroleum benzine (5 ml) and benzene (5 ml). To the solution was added 1,3-dibromo-5,5-dimethyl hydantoin (95 mg) and the resulting solution was heated on water bath at 70° C for 20 minutes. After cooling the solution, precipitated crystals was filtrated off and the filtrate was concentrated under reduced pressure to dryness. The resulting bromide (3 ml) as crude product was dissolved in xylene. A mixture of trimethyl phos... Reactants: CN(C)C=O, Cl, Cl, CCOC(=O)c1c2n(c3cc(F)c(F)cc3c1=O)C(C)S2, O, c1cnc(N2CCNCC2)nc1. Yields the product CCOC(=O)c1c2n(c3cc(N4CCN(c5ncccn5)CC4)c(F)cc3c1=O)C(C)S2. As a reaction SMILES: [CH3:1][N:2]([CH3:3])[CH:4]=[O:5].[ClH:27].[ClH:28].[F:6][c:7]1[cH:8][c:9]2[c:10](=[O:26])[c:11]([C:21](=[O:22])[O:23][CH2:24][CH3:25])[c:12]3[n:13]([c:14]2[cH:15][c:16]1[F:17])[CH:18]([CH3:20])[S:19]3.[OH2:41].[n:29]1[c:30]([N:35]2[CH2:36][CH2:37][NH:38][CH2:39][CH2:40]2)[n:31][cH:32][cH:33][cH:34]1>>[F:6][c:7]1[cH:8][c:9]2[c:10](=[O:26])[c:11]([C:21](=[O:22])[O:23][CH2:24][CH3:25])[c:12]3[n:13]([c:14]2[cH:15][c:16]1[N:38]1[CH2:37][CH2:36][N:35]([c:30]2[n:29][cH:34][cH:33][cH:32][n:31]2)[CH2:40][CH2:39]1)[CH:18]([CH3:20])[S:19]3. Starting materials: FC12C(C=C(CCN)C=C1)OCO2 (4-fluoro-3,4-methylenedioxyphenethylamine), ClC=1C2=C(N=C(N1)C=1C=NC=CC1)SC=C2C (4-chloro-2-(pyridin-3-yl)-5-methyl-thieno-[2,3-d]-pyrimidine). Product: N1=CC(=CC=C1)C=1N=C(C2=C(N1)SC=C2C)NCCC2=CC1=C(C=C2)OCO1 (2-(pyridin-3-yl)-4-(3,4-methylenedioxyphenethylamino)-5-methyl-thieno-[2,3-d]-pyrimidine). As a reaction SMILES: F[C:2]12[O:13][CH2:12][O:11][CH:3]1[CH:4]=[C:5]([CH:9]=[CH:10]2)[CH2:6][CH2:7][NH2:8].Cl[C:15]1[C:16]2[C:29]([CH3:30])=[CH:28][S:27][C:17]=2[N:18]=[C:19]([C:21]2[CH:22]=[N:23][CH:24]=[CH:25][CH:26]=2)[N:20]=1>>[N:23]1[CH:24]=[CH:25][CH:26]=[C:21]([C:19]2[N:20]=[C:15]([NH:8][CH2:7][CH2:6][C:5]3[CH:9]=[CH:10][C:2]4[O:13][CH2:12][O:11][C:3]=4[CH:4]=3)[C:16]3[C:29]([CH3:30])=[CH:28][S:27][C:17]=3[N:18]=2)[CH:22]=1. Procedure details: With the procedure of Example 1, the reaction of 4-fluoro-3,4-methylenedioxyphenethylamine with 4-chloro-2-(pyridin-3-yl)-5-methyl-thieno-[2,3-d]-pyrimidine yields 2-(pyridin-3-yl)-4-(3,4-methylenedioxyphenethylamino)-5-methyl-thieno-[2,3-d]-pyrimidine. The reactants are CCCCCCCCCCCCOc1ccc(-c2ccc(C(=O)O)cc2)cc1F, O=S(Cl)Cl, c1ccncc1. Product: CCCCCCCCCCCCOc1ccc(-c2ccc(C(=O)Cl)cc2)cc1F. As a reaction SMILES: [CH2:5]([CH2:6][CH2:7][CH2:8][CH2:9][CH2:10][CH2:11][CH2:12][CH2:13][CH2:14][CH2:15][CH3:16])[O:17][c:18]1[c:19]([F:33])[cH:20][c:21](-[c:24]2[cH:25][cH:26][c:27]([C:30](=[O:31])[OH:32])[cH:28][cH:29]2)[cH:22][cH:23]1.[S:1]([Cl:2])([Cl:3])=[O:4].[cH:34]1[cH:35][cH:36][n:37][cH:38][cH:39]1>>[Cl:3][C:30]([c:27]1[cH:26][cH:25][c:24](-[c:21]2[cH:20][c:19]([F:33])[c:18]([O:17][CH2:5][CH2:6][CH2:7][CH2:8][CH2:9][CH2:10][CH2:11][CH2:12][CH2:13][CH2:14][CH2:15][CH3:16])[cH:23][cH:22]2)[cH:29][cH:28]1)=[O:31].